Dataset: the Open Reaction Database (ORD), a public repository of structured organic reaction records. Task: describe an organic reaction: reactants, conditions, products, and yield Starting materials: NC1=CC(=C(OC2=CC(=NC=N2)NC(=O)N2CCN(CC2)CCN2CCCC2)C=C1)F (4-[2-(pyrrolidin-1-yl)ethyl]piperazine-1-carboxylic acid [6-(4-amino-2-fluorophenoxy)pyrimidin-4-yl]amide), solution, C1(=CC=CC=C1)CC(=O)N=C=S (2-phenylacetyl isothiocyanate), CC1(C2CCC1(C(=O)C2)CS(=O)(=O)O)C (D-10-camphorsulfonic acid). Run in C(C)O (ethanol), C1(=CC=CC=C1)C (toluene). Conditions: time 5 minute. The product is FC1=C(OC2=CC(=NC=N2)NC(=O)N2CCN(CC2)CCN2CCCC2)C=CC(=C1)NC(=S)NC(CC1=CC=CC=C1)=O (4-[2-(Pyrrolidin-1-yl)ethyl]piperazine-1-carboxylic acid {6-[2-fluoro-4-(3-phenylacetylthioureido)phenoxy]pyrimidin-4-yl}amide). Yield: 8.4%. Reaction SMILES: [NH2:1][C:2]1[CH:30]=[CH:29][C:5]([O:6][C:7]2[N:12]=[CH:11][N:10]=[C:9]([NH:13][C:14]([N:16]3[CH2:21][CH2:20][N:19]([CH2:22][CH2:23][N:24]4[CH2:28][CH2:27][CH2:26][CH2:25]4)[CH2:18][CH2:17]3)=[O:15])[CH:8]=2)=[C:4]([F:31])[CH:3]=1.CC1(C)C2(CS(O)(=O)=O)C(CC1CC2)=O.[C:47]1([CH2:53][C:54]([N:56]=[C:57]=[S:58])=[O:55])[CH:52]=[CH:51][CH:50]=[CH:49][CH:48]=1>C(O)C.C1(C)C=CC=CC=1>[F:31][C:4]1[CH:3]=[C:2]([NH:1][C:57]([NH:56][C:54](=[O:55])[CH2:53][C:47]2[CH:48]=[CH:49][CH:50]=[CH:51][CH:52]=2)=[S:58])[CH:30]=[CH:29][C:5]=1[O:6][C:7]1[N:12]=[CH:11][N:10]=[C:9]([NH:13][C:14]([N:16]2[CH2:21][CH2:20][N:19]([CH2:22][CH2:23][N:24]3[CH2:28][CH2:27][CH2:26][CH2:25]3)[CH2:18][CH2:17]2)=[O:15])[CH:8]=1. Procedure details: After dissolving 4-[2-(pyrrolidin-1-yl)ethyl]piperazine-1-carboxylic acid [6-(4-amino-2-fluorophenoxy)pyrimidin-4-yl]amide (49 mg) in ethanol (2 ml) under a nitrogen atmosphere, D-10-camphorsulfonic acid (53 mg) was added and the mixture was stirred for 5 minutes. A 0.25 M solution of 2-phenylacetyl isothiocyanate in toluene (0.684 ml) was added to the reaction mixture and stirring was carried out for 1 hour. The reaction mixture was partitioned between ethyl acetate (50 ml) and saturated aqueou... Reactants: Intermediate 3, BrC=1C(=NNC1)C1=CC=C(C=C1)[N+](=O)[O-] (4-bromo-3-(4-nitrophenyl)-1H-pyrazole), BrCC(=O)OC(C)(C)C (dimethylethyl bromoacetate). Product: BrC=1C(=NN(C1)CC(=O)OC(C)(C)C)C1=CC=C(C=C1)[N+](=O)[O-] (1,1-dimethylethyl [4-bromo-3-(4-nitrophenyl)-1H-pyrazol-1-yl]acetate). Reaction SMILES: [Br:1][C:2]1[C:3]([C:7]2[CH:12]=[CH:11][C:10]([N+:13]([O-:15])=[O:14])=[CH:9][CH:8]=2)=[N:4][NH:5][CH:6]=1.Br[CH2:17][C:18]([O:20][C:21]([CH3:24])([CH3:23])[CH3:22])=[O:19]>>[Br:1][C:2]1[C:3]([C:7]2[CH:8]=[CH:9][C:10]([N+:13]([O-:15])=[O:14])=[CH:11][CH:12]=2)=[N:4][N:5]([CH2:17][C:18]([O:20][C:21]([CH3:24])([CH3:23])[CH3:22])=[O:19])[CH:6]=1. Procedure details: Following the procedure described for Intermediate 3 with 4-bromo-3-(4-nitrophenyl)-1H-pyrazole and dimethylethyl bromoacetate furnished the title compound. ESMS [M+H]+: 382.0 Starting materials: FC(C=1C=C(C(=O)NC=2C=CC(=C(C(=O)O)C2)Cl)C=CC1)(F)F (5-(3-(Trifluoromethyl)Benzamido)-2-Chlorobenzoic Acid), CN1CCOCC1 (NMM), NC1=NC=C(C=N1)N (2,5-diaminopyrimidine). Run in C(Cl)Cl (DCM). Run at time 1 hour. Product: NC1=NC=C(C=N1)NC(C1=C(C=CC(=C1)NC(C1=CC(=CC=C1)C(F)(F)F)=O)Cl)=O (N-(2-Amino-Pyrimidin-5-yl)-2-Chloro-5-(3-Trifluoromethyl-Benzoylamino)-Benzamide). The yield is 73.0%. RXN SMILES: [F:1][C:2]([F:23])([F:22])[C:3]1[CH:4]=[C:5]([CH:19]=[CH:20][CH:21]=1)[C:6]([NH:8][C:9]1[CH:10]=[CH:11][C:12]([Cl:18])=[C:13]([CH:17]=1)[C:14](O)=[O:15])=[O:7].CN1CCOCC1.[NH2:31][C:32]1[N:37]=[CH:36][C:35]([NH2:38])=[CH:34][N:33]=1>C(Cl)Cl>[NH2:31][C:32]1[N:37]=[CH:36][C:35]([NH:38][C:14](=[O:15])[C:13]2[CH:17]=[C:9]([NH:8][C:6](=[O:7])[C:5]3[CH:19]=[CH:20][CH:21]=[C:3]([C:2]([F:22])([F:23])[F:1])[CH:4]=3)[CH:10]=[CH:11][C:12]=2[Cl:18])=[CH:34][N:33]=1. Procedure: A solution of intermediate 1 (Example 2) (380 mg, 1.11 mmol) in DCM was charged with CDMT (233 mg, 1.33 mmol), and NMM (0.3 mL, 2.73 mmol). After 1 hr of stirring, 2,5-diaminopyrimidine (121 mg, 1.10 mmol) was added and the solution was allowed to stir for 48 h. The mixture was concentrated and purified by HPLC to afford the title compound as a white solid (350 mg, 73%). Reactants: C1(CC1)C1=CC(=CC=2C(CC3(CC3)OC21)(C)C)C#C (8-cyclopropyl-6-ethynyl-3,4-dihydro-4,4-dimethylspiro[2H-1-benzopyran-2,1′-cyclopropane]), COC(C(C)C1=CC=C(C=C1)I)=O (methyl-2-(4-iodo phenyl)propionate), COC(C(C)C1=CC=C(C=C1)I)=O (methyl-2-(4-iodo phenyl)propionate). The reagents and catalysts are Cl[Pd]([P](C1=CC=CC=C1)(C2=CC=CC=C2)C3=CC=CC=C3)([P](C4=CC=CC=C4)(C5=CC=CC=C5)C6=CC=CC=C6)Cl (Dichlorobis(triphenylphosphine)palladium(II)), [Cu]I (copper(I)iodide). Solvent: C(C)OCC (diethyl ether), C(C)N(CC)CC (triethyl amine). Run at time 8 hour. Yields the product COC(C(C)C1=CC=C(C=C1)C#CC=1C=C(C2=C(C(CC3(CC3)O2)(C)C)C1)C1CC1)=O (2-{4-[(8-Cyclopropyl-3,4-dihydro-4,4-dimethylspiro[2H-1-benzopyran-2,1′-cyclopropane]-6-yl)ethynyl]-phenyl}-propionic acid methyl ester). Isolated yield 56.0%. Reaction SMILES: [CH:1]1([C:4]2[C:15]3[O:14][C:11]4([CH2:13][CH2:12]4)[CH2:10][C:9]([CH3:17])([CH3:16])[C:8]=3[CH:7]=[C:6]([C:18]#[CH:19])[CH:5]=2)[CH2:3][CH2:2]1.[CH3:20][O:21][C:22](=[O:32])[CH:23]([C:25]1[CH:30]=[CH:29][C:28](I)=[CH:27][CH:26]=1)[CH3:24]>C(N(CC)CC)C.C(OCC)C.[Cu]I.Cl[Pd](Cl)([P](C1C=CC=CC=1)(C1C=CC=CC=1)C1C=CC=CC=1)[P](C1C=CC=CC=1)(C1C=CC=CC=1)C1C=CC=CC=1>[CH3:20][O:21][C:22](=[O:32])[CH:23]([C:25]1[CH:26]=[CH:27][C:28]([C:19]#[C:18][C:6]2[CH:5]=[C:4]([CH:1]3[CH2:3][CH2:2]3)[C:15]3[O:14][C:11]4([CH2:13][CH2:12]4)[CH2:10][C:9]([CH3:16])([CH3:17])[C:8]=3[CH:7]=2)=[CH:29][CH:30]=1)[CH3:24] |^1:49,68|. Procedure details: A solution of 8-cyclopropyl-6-ethynyl-3,4-dihydro-4,4-dimethylspiro[2H-1-benzopyran-2,1′-cyclopropane] (described in U.S. Pat. No. 6,252,090; 0.068 g, 0.27 mmol), and methyl-2-(4-iodo phenyl)propionate (Reagent 1, 0.086 g, 0.3 mmol) in triethyl amine (3 mL), was treated with copper(I)iodide (0.028 g, 0.15 mmol) and sparged with argon for 5 minutes. Dichlorobis(triphenylphosphine)palladium(II) (0.057 g, 0.08 mmol) was added and the reaction mixture was stirred overnight at room temperature. It wa... Starting materials: [Cl-].ClC1=C(C=CC2=CC=CC=C12)NCC[NH3+] (2-[(1-chloronaphthalen-2-yl)amino]ethanaminium chloride), CN1C(=CC=C1)C=O (1-methyl-1H-pyrrole-2-carbaldehyde). Product: ClC1=C(C=CC2=CC=CC=C12)NCCNCC=1N(C=CC1)C (N-(1-chloronaphthalen-2-yl)-N′-[(1-methyl-1H-pyrrol-2-yl)methyl]ethane-1,2-diamine). Yield: 47.0%. RXN SMILES: [Cl-].[Cl:2][C:3]1[C:12]2[C:7](=[CH:8][CH:9]=[CH:10][CH:11]=2)[CH:6]=[CH:5][C:4]=1[NH:13][CH2:14][CH2:15][NH3+:16].[CH3:17][N:18]1[CH:22]=[CH:21][CH:20]=[C:19]1[CH:23]=O>>[Cl:2][C:3]1[C:12]2[C:7](=[CH:8][CH:9]=[CH:10][CH:11]=2)[CH:6]=[CH:5][C:4]=1[NH:13][CH2:14][CH2:15][NH:16][CH2:23][C:19]1[N:18]([CH3:17])[CH:22]=[CH:21][CH:20]=1 |f:0.1|. Procedure details: Prepared from 2-[(1-chloronaphthalen-2-yl)amino]ethanaminium chloride and 1-methyl-1H-pyrrole-2-carbaldehyde in 47% yield as a white oil. Reactants: C(C=C)OCC[C@@]1(CCN(C(O1)=O)[C@@H](C)C1=CC=C(C=C1)C1=C(C=C(C=C1)F)F)C1=CC=C(C=C1)F ((S)-6-(2-(allyloxy)ethyl)-3-((S)-1-(2′,4′-difluorobiphenyl-4-yl)ethyl)-6-(4-fluorophenyl)-1,3-oxazinan-2-one), O=[O+][O-] (O3), [BH4-].[Na+] (NaBH4). Solvent: C(Cl)Cl (CH2Cl2). Conditions: time 8 hour. Product: FC1=C(C=CC(=C1)F)C1=CC=C(C=C1)[C@H](C)N1C(O[C@@](CC1)(CCOCCO)C1=CC=C(C=C1)F)=O ((S)-3-((S)-1-(2′,4′-difluorobiphenyl-4-yl)ethyl)-6-(4-fluorophenyl)-6-(2-(2-hydroxyethoxy)ethyl)-1,3-oxazinan-2-one). The yield is 30.0%. RXN SMILES: [CH2:1]([O:4][CH2:5][CH2:6][C@@:7]1([C:30]2[CH:35]=[CH:34][C:33]([F:36])=[CH:32][CH:31]=2)[O:12][C:11](=[O:13])[N:10]([C@H:14]([C:16]2[CH:21]=[CH:20][C:19]([C:22]3[CH:27]=[CH:26][C:25]([F:28])=[CH:24][C:23]=3[F:29])=[CH:18][CH:17]=2)[CH3:15])[CH2:9][CH2:8]1)[CH:2]=C.[O:37]=[O+][O-].[BH4-].[Na+]>C(Cl)Cl>[F:29][C:23]1[CH:24]=[C:25]([F:28])[CH:26]=[CH:27][C:22]=1[C:19]1[CH:20]=[CH:21][C:16]([C@@H:14]([N:10]2[CH2:9][CH2:8][C@@:7]([C:30]3[CH:31]=[CH:32][C:33]([F:36])=[CH:34][CH:35]=3)([CH2:6][CH2:5][O:4][CH2:1][CH2:2][OH:37])[O:12][C:11]2=[O:13])[CH3:15])=[CH:17][CH:18]=1 |f:2.3|. Procedure details: A solution of (S)-6-(2-(allyloxy)ethyl)-3-((S)-1-(2′,4′-difluorobiphenyl-4-yl)ethyl)-6-(4-fluorophenyl)-1,3-oxazinan-2-one (100 mg, 0.20 mmol) in CH2Cl2 (10 mL) was treated with O3 at −78° C. till the mixture was turned blue. Then NaBH4 (50 mg, 1.0 mmol) was added, and the mixture was stirred at rt overnight. The solution was concentrated and the residue was purified by preparative HPLC to give (S)-3-((S)-1-(2′,4′-difluorobiphenyl-4-yl)ethyl)-6-(4-fluorophenyl)-6-(2-(2-hydroxyethoxy)ethyl)-1,3-o...